From a dataset of the Open Reaction Database (ORD), a public repository of structured organic reaction records. describe an organic reaction: reactants, conditions, products, and yield Procedure: The product from Example 3, 5-(5,6-difluoro-1H-indol-2-yl)-2-methoxy-phenylamine (0.548 g, 2.0 mmol), was mixed with 3-nitrobenzenesulfonyl chloride (0.466 g, 2.0 mmol) and pyridine (9 mL) was added, and the reaction mixture was heated briefly to 50° C. and then allowed to stand overnight at room temperature. Water (15 mL) was added and the mixture allowed to stand 1.5 hours at room temperature. The mixture was partitioned between water (200 mL) and ethyl acetate (200 mL), and the organic layer ... Product: FC=1C=C2C=C(NC2=CC1F)C=1C=CC(=C(C1)NS(=O)(=O)C1=CC(=CC=C1)[N+](=O)[O-])OC (N-[5-(5,6-Difluoro-1H-indol-2-yl)-2-methoxy-phenyl]-3-nitro-benzenesulfonamide). Reaction conditions: temperature 50 celsius, time 8 hour. As a reaction SMILES: [F:1][C:2]1[CH:3]=[C:4]2[C:8](=[CH:9][C:10]=1[F:11])[NH:7][C:6]([C:12]1[CH:13]=[CH:14][C:15]([O:19][CH3:20])=[C:16]([NH2:18])[CH:17]=1)=[CH:5]2.[N+:21]([C:24]1[CH:25]=[C:26]([S:30](Cl)(=[O:32])=[O:31])[CH:27]=[CH:28][CH:29]=1)([O-:23])=[O:22].N1C=CC=CC=1>O>[F:1][C:2]1[CH:3]=[C:4]2[C:8](=[CH:9][C:10]=1[F:11])[NH:7][C:6]([C:12]1[CH:13]=[CH:14][C:15]([O:19][CH3:20])=[C:16]([NH:18][S:30]([C:26]3[CH:27]=[CH:28][CH:29]=[C:24]([N+:21]([O-:23])=[O:22])[CH:25]=3)(=[O:31])=[O:32])[CH:17]=1)=[CH:5]2. The reactants are FC=1C=C2C=C(NC2=CC1F)C=1C=CC(=C(C1)N)OC (5-(5,6-Difluoro-1H-indol-2-yl)-2-methoxy-phenylamine), FC=1C=C2C=C(NC2=CC1F)C=1C=CC(=C(C1)N)OC (5-(5,6-difluoro-1H-indol-2-yl)-2-methoxy-phenylamine), [N+](=O)([O-])C=1C=C(C=CC1)S(=O)(=O)Cl (3-nitrobenzenesulfonyl chloride), N1=CC=CC=C1 (pyridine). Solvent: O (Water). Reactants: P(=O)(O)(O)NC(=O)OCC=1CS[C@H]2N(C1C(=O)O)C([C@H]2NC(\C(=N/OC)\C=2OC=CC2)=O)=O ((6R,7R)-3-phosphonocarbamoyloxymethyl-7-[Z-2-(fur-2-yl)-2-methoxyiminoacetamido]ceph-3-em-4-carboxylic acid). The solvent is O (water), O1CCOCC1 (dioxan). Product: C(N)(=O)OCC=1CS[C@H]2N(C1C(=O)O)C([C@H]2NC(\C(=N/OC)\C=2OC=CC2)=O)=O ((6R,7R)-3-Carbamoyloxymethyl-7-[Z-2-(fur-2-yl)-2-methoxyiminoacetamido]ceph-3-em-4-carboxylic acid). As a reaction SMILES: P([NH:5][C:6]([O:8][CH2:9][C:10]1[CH2:11][S:12][C@@H:13]2[C@H:20]([NH:21][C:22](=[O:32])/[C:23](/[C:27]3[O:28][CH:29]=[CH:30][CH:31]=3)=[N:24]\[O:25][CH3:26])[C:19](=[O:33])[N:14]2[C:15]=1[C:16]([OH:18])=[O:17])=[O:7])(O)(O)=O>O.O1CCOCC1>[C:6]([O:8][CH2:9][C:10]1[CH2:11][S:12][C@@H:13]2[C@H:20]([NH:21][C:22](=[O:32])/[C:23](/[C:27]3[O:28][CH:29]=[CH:30][CH:31]=3)=[N:24]\[O:25][CH3:26])[C:19](=[O:33])[N:14]2[C:15]=1[C:16]([OH:18])=[O:17])(=[O:7])[NH2:5]. Procedure details: A solution of (6R,7R)-3-phosphonocarbamoyloxymethyl-7-[Z-2-(fur-2-yl)-2-methoxyiminoacetamido]ceph-3-em-4-carboxylic acid (0.35 g) in water (4 ml) and dioxan (1 ml) was kept successively at 40° for 5 hours, room temperature for 16 hours, 40° for 6 hours and 20° for 16 hours. The conversion to the title compound was monitored by t.l.c. A precipitate was formed and this was filtered off. The pH was altered from 4 to 7 by addition of saturated aqueous sodium bicarbonate solution.